Dataset: the Open Reaction Database (ORD), a public repository of structured organic reaction records. Task: describe an organic reaction: reactants, conditions, products, and yield Reactants: CN(C1=CC=C(C=O)C=C1)C (p-dimethylaminobenzaldehyde), FC=1C=C(C=O)C=CC1 (m-fluorobenzaldehyde), [C-]#N.[K+] (potassium cyanide). The solvent is C(C)O (ethanol). Yields the product CN(C1=CC=C(C=C1)C(=O)C(O)C1=CC(=CC=C1)F)C (4-dimethylamino-3'-fluorobenzoin). As a reaction SMILES: [CH3:1][N:2]([CH3:11])[C:3]1[CH:10]=[CH:9][C:6]([CH:7]=[O:8])=[CH:5][CH:4]=1.[F:12][C:13]1[CH:14]=[C:15]([CH:18]=[CH:19][CH:20]=1)[CH:16]=[O:17].[C-]#N.[K+]>C(O)C>[CH3:1][N:2]([CH3:11])[C:3]1[CH:10]=[CH:9][C:6]([C:7]([CH:16]([C:15]2[CH:18]=[CH:19][CH:20]=[C:13]([F:12])[CH:14]=2)[OH:17])=[O:8])=[CH:5][CH:4]=1 |f:2.3|. Procedure details: A mixture consisting of 14.9 g. of p-dimethylaminobenzaldehyde, 12.4 g. of m-fluorobenzaldehyde, 6 g. of potassium cyanide, and 100 ml. of 65% ethanol is reacted according to the procedure of Example 20, 12.8 g. of 4-dimethylamino-3'-fluorobenzoin being obtained; m.p. 147°-149° C. An 8.2 g. portion of this benzoin is converted to its methanesulfonate ester, by the procedure of Example 20, in 9.1 g. yield, m.p. 106°-109° C. A mixture of 2.6 g. of the methanesulfonate ester, 0.91 g. of hexahydro-2... Reactants: COC(=O)C(Cc1ccc(-c2cccc(CNCC(=O)c3ccccc3)c2)cc1)NC(C)=CC(=O)c1ccccc1, C1CCOC1, CO, Cl, [Li+], [OH-]. Product: CC(=CC(=O)c1ccccc1)NC(Cc1ccc(-c2cccc(CNCC(=O)c3ccccc3)c2)cc1)C(=O)O. RXN SMILES: [C:3]([c:4]1[cH:5][cH:6][cH:7][cH:8][cH:9]1)(=[O:10])[CH2:11][NH:12][CH2:13][c:14]1[cH:15][c:16](-[c:20]2[cH:21][cH:22][c:23]([CH2:26][CH:27]([C:28](=[O:29])[O:30][CH3:31])[NH:32][C:33](=[CH:34][C:35]([c:36]3[cH:37][cH:38][cH:39][cH:40][cH:41]3)=[O:42])[CH3:43])[cH:24][cH:25]2)[cH:17][cH:18][cH:19]1.[CH2:47]1[O:48][CH2:49][CH2:50][CH2:51]1.[CH3:45][OH:46].[ClH:44].[Li+:1].[OH-:2]>>[C:3]([c:4]1[cH:5][cH:6][cH:7][cH:8][cH:9]1)(=[O:10])[CH2:11][NH:12][CH2:13][c:14]1[cH:15][c:16](-[c:20]2[cH:21][cH:22][c:23]([CH2:26][CH:27]([C:28](=[O:29])[OH:30])[NH:32][C:33](=[CH:34][C:35]([c:36]3[cH:37][cH:38][cH:39][cH:40][cH:41]3)=[O:42])[CH3:43])[cH:24][cH:25]2)[cH:17][cH:18][cH:19]1.